Dataset: the Open Reaction Database (ORD), a public repository of structured organic reaction records. Task: describe an organic reaction: reactants, conditions, products, and yield Reactants: CCO, [Na+], [OH-], O, N#CCc1ccccc1CCCO. Product: O=C(O)Cc1ccccc1CCCO. As a reaction SMILES: [CH3:17][CH2:18][OH:19].[Na+:15].[OH-:14].[OH2:16].[OH:1][CH2:2][CH2:3][CH2:4][c:5]1[c:6]([CH2:11][C:12]#[N:13])[cH:7][cH:8][cH:9][cH:10]1>>[OH:1][CH2:2][CH2:3][CH2:4][c:5]1[c:6]([CH2:11][C:12](=[O:14])[OH:16])[cH:7][cH:8][cH:9][cH:10]1. The reactants are [K+], COc1ccc(F)c(F)c1C(=O)c1cnc(NC2CCN(S(=O)(=O)CCCOC(C)=O)CC2)nc1N, [OH-]. The product is COc1ccc(F)c(F)c1C(=O)c1cnc(NC2CCN(S(=O)(=O)CCCO)CC2)nc1N. Reaction SMILES: [K+:38].[NH2:1][c:2]1[n:3][c:4]([NH:20][CH:21]2[CH2:22][CH2:23][N:24]([S:27](=[O:28])(=[O:29])[CH2:30][CH2:31][CH2:32][O:33][C:34](=[O:35])[CH3:36])[CH2:25][CH2:26]2)[n:5][cH:6][c:7]1[C:8]([c:9]1[c:10]([F:18])[c:11]([F:17])[cH:12][cH:13][c:14]1[O:15][CH3:16])=[O:19].[OH-:37]>>[NH2:1][c:2]1[n:3][c:4]([NH:20][CH:21]2[CH2:22][CH2:23][N:24]([S:27](=[O:28])(=[O:29])[CH2:30][CH2:31][CH2:32][OH:33])[CH2:25][CH2:26]2)[n:5][cH:6][c:7]1[C:8]([c:9]1[c:10]([F:18])[c:11]([F:17])[cH:12][cH:13][c:14]1[O:15][CH3:16])=[O:19]. Starting materials: ClC=1C(=CC2=C(OCO2)C1)CN1C(=NC(=C1C(=O)OCC)S)CCC (ethyl 1-[(6-chloro-1,3-benzodioxol-5-yl) methyl]-4-mercapto-2-propyl-1H-imidazole-5-carboxylate), CN(C=O)C (dimethylformamide), suspension, [H-].[Na+] (sodium hydride), product, [Cl-].[NH4+] (ammonium chloride), C(C)(=O)OCC (ethyl acetate). Conditions: time 15 minute. Product: ClC=1C(=CC2=C(OCO2)C1)CN1C(=NC(=C1C(=O)OCC)SC1CCC(CC1)CC(=O)OCC)CCC (ethyl 1-[(6-chloro-1,3-benzodioxol-5-yl) methyl]-4-[[4-(2-ethoxy-2-oxoethyl) cyclohexyl] thio]-2-propyl-1H-imidazole-5-carboxylate). Reaction SMILES: [Cl:1][C:2]1[C:3]([CH2:11][N:12]2[C:16]([C:17]([O:19][CH2:20][CH3:21])=[O:18])=[C:15]([SH:22])[N:14]=[C:13]2[CH2:23][CH2:24][CH3:25])=[CH:4][C:5]2[O:9][CH2:8][O:7][C:6]=2[CH:10]=1.CN(C)C=O.[H-].[Na+].[Cl-].[NH4+].[C:35]([O:38][CH2:39][CH3:40])(=[O:37])[CH3:36]>>[Cl:1][C:2]1[C:3]([CH2:11][N:12]2[C:16]([C:17]([O:19][CH2:20][CH3:21])=[O:18])=[C:15]([S:22][CH:2]3[CH2:3][CH2:4][CH:5]([CH2:36][C:35]([O:38][CH2:39][CH3:40])=[O:37])[CH2:6][CH2:10]3)[N:14]=[C:13]2[CH2:23][CH2:24][CH3:25])=[CH:4][C:5]2[O:9][CH2:8][O:7][C:6]=2[CH:10]=1 |f:2.3,4.5|. Procedure: 1 g of the product obtained in Stage 6 above is introduced into dimethylformamide, 146 mg of a suspension of sodium hydride at 60% in oil is added and the reaction medium is left under agitation for 15 minutes at ambient temperature. Then 1.08 mg of the product obtained in Stage 2 of Preparation 1 is added, and the reaction medium is left under agitation for 24 hours at ambient temperature, followed by hydrolysis with a saturated solution of ammonium chloride and extraction with ethyl acetate. I... Starting materials: CCOCc1nc2c(N)nc(C)c(C)c2n1CCC1CCNCC1, O=C(Cl)C1CC1c1ccccc1. Product: CCOCc1nc2c(N)nc(C)c(C)c2n1CCC1CCN(C(=O)C2CC2c2ccccc2)CC1. As a reaction SMILES: [CH2:13]([CH3:14])[O:15][CH2:16][c:17]1[n:18]([CH2:29][CH2:30][CH:31]2[CH2:32][CH2:33][NH:34][CH2:35][CH2:36]2)[c:19]2[c:20]([c:21]([NH2:27])[n:22][c:23]([CH3:26])[c:24]2[CH3:25])[n:28]1.[c:1]1([CH:7]2[CH:8]([C:10](=[O:11])[Cl:12])[CH2:9]2)[cH:2][cH:3][cH:4][cH:5][cH:6]1>>[c:1]1([CH:7]2[CH:8]([C:10](=[O:11])[N:34]3[CH2:33][CH2:32][CH:31]([CH2:30][CH2:29][n:18]4[c:17]([CH2:16][O:15][CH2:13][CH3:14])[n:28][c:20]5[c:19]4[c:24]([CH3:25])[c:23]([CH3:26])[n:22][c:21]5[NH2:27])[CH2:36][CH2:35]3)[CH2:9]2)[cH:2][cH:3][cH:4][cH:5][cH:6]1. The reactants are O-(7-azabenzotriazol-1-yl)-N,N,N′,N′,tetramethyluronium hexafluorophosphate, N1=CC(=CC=C1)CNC(=O)C1=CC=C2CN(C3=C(CN21)C=CC=C3)C(=O)C3=CC=C(C=C3)C=3C(=CC=CC3)C(=O)O (4′-{[3-{[(PYRIDIN-3-YLMETHYL)AMINO]CARBONYL}-5H-PYRROLO[2,1-C][1,4]BENZODIAZEPIN-10(11H)-YL]CARBONYL}-1,1′-BIPHENYL-2-CARBOXYLIC ACID), solution, CNC (dimethylamine), O1CCCC1 (tetrahydrofuran). The solvent is CN1C(CCC1)=O (1-methyl-2-pyrrolidinone). Reaction conditions: time 2 hour. The product is CN(C(=O)C1=C(C=CC=C1)C1=CC=C(C=C1)C(=O)N1CC=2N(CC3=C1C=CC=C3)C(=CC2)C(=O)NCC=2C=NC=CC2)C (10-({2′-[(DIMETHYLAMINO)CARBONYL]-1,1′-BIPHENYL-4-YL}CARBONYL)-N-(PYRIDIN-3-YLMETHYL)-10,11-DIHYDRO-5H-PYRROLO[2,1-C][1,4]BENZODIAZEPINE-3-CARBOXAMIDE). Yield: 85.0%. Reaction SMILES: [N:1]1[CH:6]=[CH:5][CH:4]=[C:3]([CH2:7][NH:8][C:9]([C:11]2[N:20]3[C:14]([CH2:15][N:16]([C:25]([C:27]4[CH:32]=[CH:31][C:30]([C:33]5[C:34]([C:39]([OH:41])=O)=[CH:35][CH:36]=[CH:37][CH:38]=5)=[CH:29][CH:28]=4)=[O:26])[C:17]4[CH:24]=[CH:23][CH:22]=[CH:21][C:18]=4[CH2:19]3)=[CH:13][CH:12]=2)=[O:10])[CH:2]=1.[CH3:42][NH:43][CH3:44].O1CCCC1>CN1CCCC1=O>[CH3:42][N:43]([CH3:44])[C:39]([C:34]1[CH:35]=[CH:36][CH:37]=[CH:38][C:33]=1[C:30]1[CH:29]=[CH:28][C:27]([C:25]([N:16]2[C:17]3[CH:24]=[CH:23][CH:22]=[CH:21][C:18]=3[CH2:19][N:20]3[C:11]([C:9]([NH:8][CH2:7][C:3]4[CH:2]=[N:1][CH:6]=[CH:5][CH:4]=4)=[O:10])=[CH:12][CH:13]=[C:14]3[CH2:15]2)=[O:26])=[CH:32][CH:31]=1)=[O:41]. Procedure: To a solution of 4′-{[3-{[(pyridin-3-ylmethyl)amino]carbonyl}-5H-pyrrolo[2,1-c][1,4]benzodiazepin-10(11H)-yl]carbonyl}-1,1′-biphenyl-2-carboxylic acid of Example 65 (92 mg, 0.17 mmol) in 1-methyl-2-pyrrolidinone (4.5 mL) was added a 2.0 M solution of dimethylamine in tetrahydrofuran (0.42 mL, 0.848 mmol) followed by O-(7-azabenzotriazol-1-yl)-N,N,N′,N′,tetramethyluronium hexafluorophosphate (71 mg, 0.187 mmol) and the reaction mixture stirred at room temperature under nitrogen for 2 hours. The r... Reactants: CS(=O)(=O)c1ccc(-c2nccs2)c(C(=O)O)c1, Fc1cc(N2CCNCC2)ccc1C(F)(F)F. The product is CS(=O)(=O)c1ccc(-c2nccs2)c(C(=O)N2CCN(c3ccc(C(F)(F)F)c(F)c3)CC2)c1. Reaction SMILES: [CH3:18][S:19](=[O:20])(=[O:21])[c:22]1[cH:23][cH:24][c:25](-[c:31]2[s:32][cH:33][cH:34][n:35]2)[c:26]([C:27](=[O:28])[OH:29])[cH:30]1.[F:1][c:2]1[cH:3][c:4]([N:12]2[CH2:13][CH2:14][NH:15][CH2:16][CH2:17]2)[cH:5][cH:6][c:7]1[C:8]([F:9])([F:10])[F:11]>>[F:1][c:2]1[cH:3][c:4]([N:12]2[CH2:13][CH2:14][N:15]([C:27]([c:26]3[c:25](-[c:31]4[s:32][cH:33][cH:34][n:35]4)[cH:24][cH:23][c:22]([S:19]([CH3:18])(=[O:20])=[O:21])[cH:30]3)=[O:28])[CH2:16][CH2:17]2)[cH:5][cH:6][c:7]1[C:8]([F:9])([F:10])[F:11]. The reactants are Cl.Cl.NC1CN2CCC1CC2 (3-aminoquinuclidine dihydrochloride), N1=C(C=CC=C1)C(=O)NC(=O)N (2-pyridoylurea), C(C)(C)N(CC)C(C)C (di-isopropylethylamine). Solvent: N1=CC=CC=C1 (pyridine). Product: N12CC(C(CC1)CC2)NC(=O)NC(=O)C2=NC=CC=C2 (N-[[[1-Azabicyclo[2.2.2]octane-3-yl] amino]carbonyl]-2-pyridinecarboxamide). As a reaction SMILES: Cl.Cl.[NH2:3][CH:4]1[CH:9]2[CH2:10][CH2:11][N:6]([CH2:7][CH2:8]2)[CH2:5]1.[N:12]1[CH:17]=[CH:16][CH:15]=[CH:14][C:13]=1[C:18]([NH:20][C:21](N)=[O:22])=[O:19].C(N(C(C)C)CC)(C)C>N1C=CC=CC=1>[N:6]12[CH2:11][CH2:10][CH:9]([CH2:8][CH2:7]1)[CH:4]([NH:3][C:21]([NH:20][C:18]([C:13]1[CH:14]=[CH:15][CH:16]=[CH:17][N:12]=1)=[O:19])=[O:22])[CH2:5]2 |f:0.1.2|. Procedure details: The above compound was prepared, following the procedure of Example 14b, from 3-aminoquinuclidine dihydrochloride(1.0 g, 5 mmol), 2-pyridoylurea (0.82 g, 5 mmol) and di-isopropylethylamine (1.3 g, 10 mmol) in pyridine (20 ml) by refluxing for 4 days. The pyridine was evaporated and the residue partitioned between ether and 10% aqueous w/v citric acid. The mixture was filtered, the aqueous phase washed with ether, then basified with potassium carbonate to precipitate the title compound (0.60 g) w...